From a dataset of the Open Reaction Database (ORD), a public repository of structured organic reaction records. describe an organic reaction: reactants, conditions, products, and yield The reactants are COC([C@H](NCC1=CC=CC=C1)C)=O (N-benzyl D-alanine methyl ester), CN1CCOCC1 (N-methyl morpholine), ClCCl (dichloromethane), CP(=O)(C1=CC=CC=C1)Cl (Methylphenyl-phosphinic chloride), ClCCl (dichloromethane). The reagents and catalysts are CN(C1=CC=NC=C1)C (4-dimethylaminopyridine). Run at temperature 0 celsius, time 16 hour. The product is COC([C@H](N(CC1=CC=CC=C1)[P@](=O)(C1=CC=CC=C1)C)CC(C)C)=O (N-((R)-methylphenylphosphinyl)-N-benzyl-D-leucine methyl ester). Reaction SMILES: [CH3:1][P:2](Cl)([C:4]1[CH:9]=[CH:8][CH:7]=[CH:6][CH:5]=1)=[O:3].[CH3:11][O:12][C:13](=[O:24])[C@@H:14]([CH3:23])[NH:15][CH2:16][C:17]1[CH:22]=[CH:21][CH:20]=[CH:19][CH:18]=1.CN1[CH2:31][CH2:30]OCC1.Cl[CH2:33]Cl>CN(C)C1C=CN=CC=1>[CH3:11][O:12][C:13](=[O:24])[C@@H:14]([CH2:23][CH:30]([CH3:31])[CH3:33])[N:15]([P@@:2]([CH3:1])([C:4]1[CH:9]=[CH:8][CH:7]=[CH:6][CH:5]=1)=[O:3])[CH2:16][C:17]1[CH:22]=[CH:21][CH:20]=[CH:19][CH:18]=1. Procedure: Methylphenyl-phosphinic chloride (361 mg, 2.07 mmol) is dissolved in dichloromethane (2.5 mL) and then cooled to 0° C. To this is added a solution of N-benzyl D-alanine methyl ester (400 mg, 2.07 mmol) and N-methyl morpholine (0.51 mL, 4.6 mmol) in dichloromethane (2.5 mL). A catalytic amount of 4-dimethylaminopyridine is then added to the stirring mixture. The reaction is stirred for 16 hours at room temperature, washed with water and brine, dried over sodium sulfate, and concentrated. The crud... Procedure details: To a solution of 4-(4′-methylbiphenyl-2-carboxamido)-N-methyl-N-[2-(5-chloropentyloxy)phenyl]benzamide (800 mg) in N,N-dimethylformamide (15 ml) was added Potassium phthalimide (821 mg) and sodium iodide (cat.) at ambient temperature. The reaction mixture was stirred at 80° C. for 18 hours. The reaction mixture was cooled and extracted with ethyl acetate and washed with water and brine. The organic solution was dried over magnesium sulfate. The solvent was removed by evaporation and subjected to... Starting materials: CC1=CC=C(C=C1)C=1C(=CC=CC1)C(=O)NC1=CC=C(C(=O)N(C2=C(C=CC=C2)OCCCCCCl)C)C=C1 (4-(4′-methylbiphenyl-2-carboxamido)-N-methyl-N-[2-(5-chloropentyloxy)phenyl]benzamide), C1(C=2C(C(N1)=O)=CC=CC2)=O.[K] (Potassium phthalimide), [I-].[Na+] (sodium iodide). RXN SMILES: [CH3:1][C:2]1[CH:7]=[CH:6][C:5]([C:8]2[C:9]([C:14]([NH:16][C:17]3[CH:39]=[CH:38][C:20]([C:21]([N:23]([CH3:37])[C:24]4[CH:29]=[CH:28][CH:27]=[CH:26][C:25]=4[O:30][CH2:31][CH2:32][CH2:33][CH2:34][CH2:35]Cl)=[O:22])=[CH:19][CH:18]=3)=[O:15])=[CH:10][CH:11]=[CH:12][CH:13]=2)=[CH:4][CH:3]=1.[C:40]1(=[O:50])[NH:44][C:43](=[O:45])[C:42]2=[CH:46][CH:47]=[CH:48][CH:49]=[C:41]12.[K].[I-].[Na+]>CN(C)C=O>[CH3:1][C:2]1[CH:7]=[CH:6][C:5]([C:8]2[C:9]([C:14]([NH:16][C:17]3[CH:39]=[CH:38][C:20]([C:21]([N:23]([CH3:37])[C:24]4[CH:29]=[CH:28][CH:27]=[CH:26][C:25]=4[O:30][CH2:31][CH2:32][CH2:33][CH2:34][CH2:35][N:44]4[C:43](=[O:45])[C:42]5=[CH:46][CH:47]=[CH:48][CH:49]=[C:41]5[C:40]4=[O:50])=[O:22])=[CH:19][CH:18]=3)=[O:15])=[CH:10][CH:11]=[CH:12][CH:13]=2)=[CH:4][CH:3]=1 |f:1.2,3.4,^1:50|. The solvent is CN(C=O)C (N,N-dimethylformamide). Isolated yield 114.2%. Product: CC1=CC=C(C=C1)C=1C(=CC=CC1)C(=O)NC1=CC=C(C(=O)N(C2=C(C=CC=C2)OCCCCCN2C(C=3C(C2=O)=CC=CC3)=O)C)C=C1 (4-(4′-methylbiphenyl-2-carboxamido)-N-methyl-N-[2-(5-phthalimidopentyloxy)phenyl]benzamide). Conditions: temperature 80 celsius, time 18 hour. Reactants: N=1C(C=C2C=CC=CC12)=O (indole-2-one), CN(C1=CC=C(C2=CC=CC=C12)C=O)C (4-dimethylamino-1-naphthaldehyde). Reagents/catalysts: N1CCCCC1 (piperidine). Run in C(C)O (ethanol). Product: CN(C1=CC=C(C2=CC=CC=C12)C=C1C(NC2=CC=CC=C12)=O)C (3-(4-Dimethylaminonaphthalen-1-ylmethylene)-1,3-dihydroindol-2-one). Reaction SMILES: [N:1]1[C:2](=[O:10])[CH:3]=[C:4]2[C:9]=1[CH:8]=[CH:7][CH:6]=[CH:5]2.[CH3:11][N:12]([CH3:25])[C:13]1[C:22]2[C:17](=[CH:18][CH:19]=[CH:20][CH:21]=2)[C:16]([CH:23]=O)=[CH:15][CH:14]=1>N1CCCCC1.C(O)C>[CH3:11][N:12]([CH3:25])[C:13]1[C:22]2[C:17](=[CH:18][CH:19]=[CH:20][CH:21]=2)[C:16]([CH:23]=[C:3]2[C:4]3[C:9](=[CH:8][CH:7]=[CH:6][CH:5]=3)[NH:1][C:2]2=[O:10])=[CH:15][CH:14]=1. Reported procedure: A mixture of 1.33 g of indole-2-one (10 mmol), 1.99 g of 4-dimethylamino-1-naphthaldehyde (10 mmol) and 3 drops of piperidine are refluxed in 40 ml of ethanol for 5 hours. The desired product precipitates as an orange solid during the reaction. After cooling to room temperature, the product is filtered off, washed with ethanol and dried in vacuo. Yield 2.67 g (85%). The reactants are CC(C)(C)OC(=O)N1CCC2C(C1)c1cc(Br)cc3c1N2CCC3, OB(O)c1ccc(C(F)(F)F)cc1Cl. Yields the product CC(C)(C)OC(=O)N1CCC2C(C1)c1cc(-c3ccc(C(F)(F)F)cc3Cl)cc3c1N2CCC3. RXN SMILES: [C:1]([CH3:2])([CH3:3])([CH3:4])[O:5][C:6](=[O:7])[N:8]1[CH2:9][CH:10]2[CH:11]([N:12]3[CH2:13][CH2:14][CH2:15][c:16]4[cH:17][c:18]([Br:22])[cH:19][c:20]2[c:21]43)[CH2:23][CH2:24]1.[Cl:25][c:26]1[c:27]([B:36]([OH:37])[OH:38])[cH:28][cH:29][c:30]([C:32]([F:33])([F:34])[F:35])[cH:31]1>>[C:1]([CH3:2])([CH3:3])([CH3:4])[O:5][C:6](=[O:7])[N:8]1[CH2:9][CH:10]2[CH:11]([N:12]3[CH2:13][CH2:14][CH2:15][c:16]4[cH:17][c:18](-[c:27]5[c:26]([Cl:25])[cH:31][c:30]([C:32]([F:33])([F:34])[F:35])[cH:29][cH:28]5)[cH:19][c:20]2[c:21]43)[CH2:23][CH2:24]1. Reactants: C(C)C(O)C1=CC2=C(C=CC=C2C(=C1)OCC)OC (ethyl (4-ethoxy-8-methoxynaphthalen-2-yl)methanol), TEA, CS(=O)(=O)Cl (MsCl). The solvent is C(Cl)Cl (CH2Cl2), C(Cl)Cl (CH2Cl2). Reaction conditions: time 8 hour. The product is ClCC=1C=C(C2=CC=CC(=C2C1)OC)OCC (3-(chloromethyl)-1-ethoxy-5-methoxynaphthalene). Isolated yield 15.5%. As a reaction SMILES: C([CH:3]([C:5]1[CH:14]=[C:13]([O:15][CH2:16][CH3:17])[C:12]2[C:7](=[C:8]([O:18][CH3:19])[CH:9]=[CH:10][CH:11]=2)[CH:6]=1)O)C.CS([Cl:24])(=O)=O>C(Cl)Cl>[Cl:24][CH2:3][C:5]1[CH:14]=[C:13]([O:15][CH2:16][CH3:17])[C:12]2[C:7]([CH:6]=1)=[C:8]([O:18][CH3:19])[CH:9]=[CH:10][CH:11]=2. Reported procedure: To a solution of ethyl (4-ethoxy-8-methoxynaphthalen-2-yl)methanol (0.136 g, 0.59 mmol) and TEA (0.25 mL, 1.76 mmol) in dry CH2Cl2 (6 mL) was added MsCl (0.068 mL, 0.88 mmol). The resulting reaction mixture was stirred at room temperature overnight and was then diluted with CH2Cl2 (25 mL) and washed with brine. The organic layer was dried over Na2SO4, filtered and concentrated. The residue was purified on a silica gel column eluting with a gradient of 100% hexanes to 10% EtOAc/hexanes to give th... Starting materials: FC1=C(C=CC(=C1)F)N1C(=NC(=C1C)C=O)C (1-(2,4-Difluoro-phenyl)-2,5-dimethyl-1H-imidazole-4-carbaldehyde), COP(OC)=O (phosphonic acid dimethyl ester), C([O-])([O-])=O.[K+].[K+] (Potassium carbonate). Run in CO (methanol), CO (methanol). Run at time 8 hour. Yields the product FC1=C(C=CC(=C1)F)N1C(=NC(=C1C)C#C)C (1-(2,4-Difluoro-phenyl)-4-ethynyl-2,5-dimethyl-1H-imidazole), solid. The yield is 52.0%. As a reaction SMILES: COP(=O)OC.[C:7](=O)([O-])[O-].[K+].[K+].[F:13][C:14]1[CH:19]=[C:18]([F:20])[CH:17]=[CH:16][C:15]=1[N:21]1[C:25]([CH3:26])=[C:24]([CH:27]=O)[N:23]=[C:22]1[CH3:29]>CO>[F:13][C:14]1[CH:19]=[C:18]([F:20])[CH:17]=[CH:16][C:15]=1[N:21]1[C:25]([CH3:26])=[C:24]([C:27]#[CH:7])[N:23]=[C:22]1[CH3:29] |f:1.2.3|. Procedure details: Diazo-2-oxo-propyl)-phosphonic acid dimethyl ester (0.37 g, 2 mmol) was dissolved in 20 mL methanol. Potassium carbonate (0.38 g, 3 mmol) was added. A solution of 1-(2,4-Difluoro-phenyl)-2,5-dimethyl-1H-imidazole-4-carbaldehyde (0.32 g, 1 mmol) in 5 ml methanol was added drop wise at room temperature. The reaction mixture was stirred at room temperature overnight. The solvent was evaporated. The residue was taken up in 15 ml water and extracted three times with ethyl acetate (15 ml each). The co... Starting materials: BrC(C(=O)OCC)CCCBr (ethyl 2,5-dibromovalerate), C([O-])([O-])=O.[K+].[K+] (potassium carbonate), CO (methanol), C(CCCCCCCCCCC)N (laurylamine). As a reaction SMILES: Br[CH:2]([CH2:8][CH2:9][CH2:10]Br)[C:3]([O:5][CH2:6][CH3:7])=[O:4].C(=O)([O-])[O-].[K+].[K+].[CH2:18]([NH2:30])[CH2:19][CH2:20][CH2:21][CH2:22][CH2:23][CH2:24][CH2:25][CH2:26][CH2:27][CH2:28][CH3:29].CO>C(O)C>[CH2:6]([O:5][C:3](=[O:4])[C@@H:2]1[CH2:8][CH2:9][CH2:10][N:30]1[CH2:18][CH2:19][CH2:20][CH2:21][CH2:22][CH2:23][CH2:24][CH2:25][CH2:26][CH2:27][CH2:28][CH3:29])[CH3:7] |f:1.2.3|. Reported procedure: In 150 ml of ethanol was dissolved 22.8 g of ethyl 2,5-dibromovalerate, and 15 g of potassium carbonate was suspended in the solution. To the suspension was added dropwise a methanolic solution of 18.5 g of laurylamine under ice-cooling. After the addition, the reaction mixture was allowed by react at a refluxing temperature of methanol for 5 hours to obtain N-dodecylproline ethyl ester. The solvent is C(C)O (ethanol). The product is C(C)OC([C@H]1N(CCC1)CCCCCCCCCCCC)=O (N-dodecylproline ethyl ester). Reactants: C(C1=CC=CC=C1)NC(=O)[C@H]1OC(O[C@@H]1C)(C)C ((4S,5R)-2,2,5-trimethyl-[1,3]dioxolane-4-carboxylic acid benzylamide), Cl (hydrochloric acid), [OH-].[Na+] (sodium hydroxide). Solvent: C(C)#N (acetonitrile). Reaction conditions: time 8 hour. Yields the product C(C1=CC=CC=C1)NC([C@H]([C@@H](C)O)O)=O ((2S,3R)-N-Benzyl-2,3-dihydroxy-butyramide). The yield is 85.2%. RXN SMILES: [CH2:1]([NH:8][C:9]([C@@H:11]1[C@@H:15]([CH3:16])[O:14]C(C)(C)[O:12]1)=[O:10])[C:2]1[CH:7]=[CH:6][CH:5]=[CH:4][CH:3]=1.Cl.[OH-].[Na+]>C(#N)C>[CH2:1]([NH:8][C:9](=[O:10])[C@@H:11]([OH:12])[C@H:15]([OH:14])[CH3:16])[C:2]1[CH:7]=[CH:6][CH:5]=[CH:4][CH:3]=1 |f:2.3|. Procedure details: A flask was charged with 4.23 g (17.0 mmol) (4S,5R)-2,2,5-trimethyl-[1,3]dioxolane-4-carboxylic acid benzylamide, 30 mL acetonitrile, and 17 mL 0.5 M aqueous hydrochloric acid solution. This mixture was stirred overnight at room temperature. The solution was made neutral by the addition of 1 M aqueous sodium hydroxide solution. The solvent was removed under reduced pressure, and the crude residue was dried in a vacuum oven. The dry, crude material was purified by column chromatography (20:1 dich... The reactants are BrCCCOC1CCCCO1, Cc1ccccc1, CCOC(C)=O, Fc1ccc(-c2nc3[nH]ncc3c(-c3ccc(F)cc3)c2-c2ccncc2)cc1, [K+], [OH-], O. Product: Fc1ccc(-c2nc3nn(CCCOC4CCCCO4)cc3c(-c3ccc(F)cc3)c2-c2ccncc2)cc1. Reaction SMILES: [Br:32][CH2:33][CH2:34][CH2:35][O:36][CH:37]1[O:38][CH2:39][CH2:40][CH2:41][CH2:42]1.[CH3:44][c:45]1[cH:46][cH:47][cH:48][cH:49][cH:50]1.[CH3:51][CH2:52][O:53][C:54]([CH3:55])=[O:56].[F:1][c:2]1[cH:3][cH:4][c:5](-[c:8]2[c:9]3[c:10]([n:11][c:12](-[c:20]4[cH:21][cH:22][c:23]([F:26])[cH:24][cH:25]4)[c:13]2-[c:14]2[cH:15][cH:16][n:17][cH:18][cH:19]2)[nH:27][n:28][cH:29]3)[cH:6][cH:7]1.[K+:31].[OH-:30].[OH2:43]>>[F:1][c:2]1[cH:3][cH:4][c:5](-[c:8]2[c:9]3[c:10]([n:11][c:12](-[c:20]4[cH:21][cH:22][c:23]([F:26])[cH:24][cH:25]4)[c:13]2-[c:14]2[cH:15][cH:16][n:17][cH:18][cH:19]2)[n:27][n:28]([CH2:33][CH2:34][CH2:35][O:36][CH:37]2[O:38][CH2:39][CH2:40][CH2:41][CH2:42]2)[cH:29]3)[cH:6][cH:7]1. The reactants are ice water, Cl (hydrochloric acid), [Cl-].[Al+3].[Cl-].[Cl-] (aluminum chloride), CC1C(=O)OC(C1C)=O (dimethyl succinic anhydride), C1(N(C(C2=CC=CC=C12)=O)C1CC2=CC=CC=C2C1)=O (2-(1,3-isoindolinedion-2-yl)indane), C(=S)=S (carbon disulfide). Run at time 3 hour. The product is C1(N(C(C2=CC=CC=C12)=O)C1CC2=CC=C(C=C2C1)C(CC(C)(C)C(=O)O)=O)=O (2-(1,3-isoindolinedion-2-yl)-5-(3-carboxy-3,3-dimethylpropionyl)indane). RXN SMILES: [Cl-].[Al+3].[Cl-].[Cl-].C[CH:6]1[CH:11]([CH3:12])[C:10](=[O:13])[O:9][C:7]1=[O:8].[C:14]1(=[O:33])[C:22]2[C:17](=[CH:18][CH:19]=[CH:20][CH:21]=2)[C:16](=[O:23])[N:15]1[CH:24]1[CH2:32][C:31]2[C:26](=[CH:27][CH:28]=[CH:29][CH:30]=2)[CH2:25]1.Cl.[C:35](=S)=S>>[C:14]1(=[O:33])[C:22]2[C:17](=[CH:18][CH:19]=[CH:20][CH:21]=2)[C:16](=[O:23])[N:15]1[CH:24]1[CH2:25][C:26]2[C:31](=[CH:30][CH:29]=[C:28]([C:7](=[O:8])[CH2:6][C:11]([C:10]([OH:9])=[O:13])([CH3:12])[CH3:35])[CH:27]=2)[CH2:32]1 |f:0.1.2.3|. Reported procedure: in 30 ml of carbon disulfide was suspended 1.60 g of anhydrous aluminum chloride, and to the suspension were added under ice cooling 580 mg of dimethyl succinic anhydride and then 790 mg of 2-(1,3-isoindolinedion-2-yl)indane. The mixture was stirred at 0° C. to room temperature for 3 hours and then refluxed under heating for 4 hours. The reaction mixture was poured into ice water, and hydrochloric acid was added thereto. The mixture was extracted with dichloromethane-tetrahydrofuran (3:1), the e...